Dataset: the Open Reaction Database (ORD), a public repository of structured organic reaction records. Task: describe an organic reaction: reactants, conditions, products, and yield Starting materials: O(C1=CC=CC=C1)CC1=NC2C(N(C2S1)C(C(=O)OCC1=CC=C(C=C1)[N+](=O)[O-])=C(C)O)=O (p-nitrobenzyl α-[3-phenoxymethyl-7-oxo-4-thia-2,6-diazabicyclo[3,2,0]hept-2-en-6-yl]-α-(1-hydroxyethylidene)acetate), O(C1=CC=CC=C1)CC1=NC2C(N(C2S1)C(C(=O)OCC1=CC=C(C=C1)[N+](=O)[O-])=C(C)OS(=O)(=O)C)=O (p-nitrobenzyl α-[3-phenoxymethyl-7-oxo-4-thia-2,6-diazabicyclo[3,2,0]hept-2-en-6-yl]-α-(1-methanesulfonyloxyethylidene)acetate), N1CCOCC1 (morpholine), CS(=O)(=O)Cl (methanesulfonyl chloride). The solvent is O1CCCC1 (tetrahydrofuran), C(C)N(CC)CC (triethylamine). Reaction conditions: time 1.5 hour. Yields the product O(C1=CC=CC=C1)CC1=NC2C(N(C2S1)C(C(=O)OCC1=CC=C(C=C1)[N+](=O)[O-])=C(C)N1CCOCC1)=O (p-nitrobenzyl α-[3-phenoxymethyl-7-oxo-4-thia-2,6-diazabicyclo[3,2,0]hept-2-en-6-yl]-α-(1-morpholinoethylidene)acetate). RXN SMILES: [O:1]([CH2:8][C:9]1[S:15][CH:14]2[CH:11]([C:12](=[O:33])[N:13]2[C:16](=C(O)C)[C:17]([O:19][CH2:20][C:21]2[CH:26]=[CH:25][C:24]([N+:27]([O-:29])=[O:28])=[CH:23][CH:22]=2)=[O:18])[N:10]=1)[C:2]1[CH:7]=[CH:6][CH:5]=[CH:4][CH:3]=1.CS(Cl)(=O)=O.O(CC1S[CH:52]2[CH:49](C(=O)[N:51]2[C:54](=C(OS(C)(=O)=O)C)[C:55]([O:57][CH2:58][C:59]2C=CC([N+]([O-])=O)=CC=2)=O)N=1)C1C=CC=CC=1.N1CCOCC1>O1CCCC1.C(N(CC)CC)C>[O:1]([CH2:8][C:9]1[S:15][CH:14]2[CH:11]([C:12](=[O:33])[N:13]2[C:16](=[C:52]([N:51]2[CH2:54][CH2:55][O:57][CH2:58][CH2:59]2)[CH3:49])[C:17]([O:19][CH2:20][C:21]2[CH:26]=[CH:25][C:24]([N+:27]([O-:29])=[O:28])=[CH:23][CH:22]=2)=[O:18])[N:10]=1)[C:2]1[CH:3]=[CH:4][CH:5]=[CH:6][CH:7]=1. Reported procedure: One dissolves p-nitrobenzyl α-[3-phenoxymethyl-7-oxo-4-thia-2,6-diazabicyclo[3,2,0]hept-2-en-6-yl]-α-(1-hydroxyethylidene)acetate (940 mg) in tetrahydrofuran (14 ml), adds triethylamine (0.61 ml) and methanesulfonyl chloride (0.172 ml), and stirs for 1 hour at -15° to -20° C. To the produced solution of p-nitrobenzyl α-[3-phenoxymethyl-7-oxo-4-thia-2,6-diazabicyclo[3,2,0]hept-2-en-6-yl]-α-(1-methanesulfonyloxyethylidene)acetate, one adds morpholine (0.209 ml), stirs for 1.5 hours at -15° to -20°... Reactants: Cc1cc(NC(=O)OC(C)(C)C)cc(OCCc2ccc(C#N)cc2)c1, ClCCl, O=C(O)C(F)(F)F. Yields the product Cc1cc(N)cc(OCCc2ccc(C#N)cc2)c1. Reaction SMILES: [C:1]([O:2][C:3](=[O:4])[NH:8][c:9]1[cH:10][c:11]([O:16][CH2:17][CH2:18][c:19]2[cH:20][cH:21][c:22]([C:25]#[N:26])[cH:23][cH:24]2)[cH:12][c:13]([CH3:15])[cH:14]1)([CH3:5])([CH3:6])[CH3:7].[CH2:34]([Cl:35])[Cl:36].[OH:27][C:28]([C:29]([F:30])([F:31])[F:32])=[O:33]>>[NH2:8][c:9]1[cH:10][c:11]([O:16][CH2:17][CH2:18][c:19]2[cH:20][cH:21][c:22]([C:25]#[N:26])[cH:23][cH:24]2)[cH:12][c:13]([CH3:15])[cH:14]1.